Dataset: the Open Reaction Database (ORD), a public repository of structured organic reaction records. Task: describe an organic reaction: reactants, conditions, products, and yield Reactants: [Si](C)(C)(C(C)(C)C)N1C(CC1)=O (N-tert-butyldimethylsilyl-2-oxoazetidine), C(C)(C)[N-]C(C)C.[Li+] (lithium diisopropylamide), C(C=C)OC(=O)N1[C@@H](C[C@@H](C1)SC(C1=CC=CC=C1)(C1=CC=CC=C1)C1=CC=CC=C1)CI ((2S,4S)-N-allyloxycarbonyl-2-iodomethyl-4-tritylthiopyrrolidine). Product: C(C=C)OC(=O)N1[C@@H](C[C@@H](C1)SC(C1=CC=CC=C1)(C1=CC=CC=C1)C1=CC=CC=C1)CC1C(NC1)=O ((2R,4S)-N-allyloxycarbonyl-2-(2-oxoazetidin-3-ylmethyl)-4-tritylthiopyrrolidine). Isolated yield 24.5%. RXN SMILES: [Si]([N:8]1[CH2:11][CH2:10][C:9]1=[O:12])(C(C)(C)C)(C)C.C([N-]C(C)C)(C)C.[Li+].[CH2:21]([O:24][C:25]([N:27]1[CH2:31][C@@H:30]([S:32][C:33]([C:46]2[CH:51]=[CH:50][CH:49]=[CH:48][CH:47]=2)([C:40]2[CH:45]=[CH:44][CH:43]=[CH:42][CH:41]=2)[C:34]2[CH:39]=[CH:38][CH:37]=[CH:36][CH:35]=2)[CH2:29][C@H:28]1[CH2:52]I)=[O:26])[CH:22]=[CH2:23]>>[CH2:21]([O:24][C:25]([N:27]1[CH2:31][C@@H:30]([S:32][C:33]([C:46]2[CH:51]=[CH:50][CH:49]=[CH:48][CH:47]=2)([C:40]2[CH:41]=[CH:42][CH:43]=[CH:44][CH:45]=2)[C:34]2[CH:39]=[CH:38][CH:37]=[CH:36][CH:35]=2)[CH2:29][C@H:28]1[CH2:52][CH:10]1[CH2:11][NH:8][C:9]1=[O:12])=[O:26])[CH:22]=[CH2:23] |f:1.2|. Procedure details: The same procedure as in Reference Example 22-1 was carried out by using N-tert-butyldimethylsilyl-2-oxoazetidine (650 mg, 3.5 mmol), lithium diisopropylamide (2.1M tetrahydrofuran solution, 3.34 ml, 7.0 mmol), and (2S,4S)-N-allyloxycarbonyl-2-iodomethyl-4-tritylthiopyrrolidine (1 g, 1.75 mmol) to obtain (2R,4S)-N-allyloxycarbonyl-2-(2-oxoazetidin-3-ylmethyl)-4-tritylthiopyrrolidine (220 mg, yield: 24%).